Task: describe an organic reaction: reactants, conditions, products, and yield. Dataset: the Open Reaction Database (ORD), a public repository of structured organic reaction records Starting materials: CCN=C=S, CCOC(C)=O, CCO, ClCCl, Nc1ccc(Oc2ccc(-c3c[nH]c(COc4ccccc4)n3)cc2)cc1. The product is CCNC(=S)Nc1ccc(Oc2ccc(-c3c[nH]c(COc4ccccc4)n3)cc2)cc1. Reaction SMILES: [CH2:28]([CH3:29])[N:30]=[C:31]=[S:32].[CH3:36][CH2:37][O:38][C:39](=[O:40])[CH3:41].[CH3:42][CH2:43][OH:44].[Cl:33][CH2:34][Cl:35].[O:1]([c:2]1[cH:3][cH:4][cH:5][cH:6][cH:7]1)[CH2:8][c:9]1[nH:10][cH:11][c:12](-[c:14]2[cH:15][cH:16][c:17]([O:18][c:19]3[cH:20][cH:21][c:22]([NH2:23])[cH:24][cH:25]3)[cH:26][cH:27]2)[n:13]1>>[O:1]([c:2]1[cH:3][cH:4][cH:5][cH:6][cH:7]1)[CH2:8][c:9]1[nH:10][cH:11][c:12](-[c:14]2[cH:15][cH:16][c:17]([O:18][c:19]3[cH:20][cH:21][c:22]([NH:23][C:31]([NH:30][CH2:28][CH3:29])=[S:32])[cH:24][cH:25]3)[cH:26][cH:27]2)[n:13]1.